This data is from the Open Reaction Database (ORD), a public repository of structured organic reaction records. The task is: describe an organic reaction: reactants, conditions, products, and yield Starting materials: C(C)(=O)OCC (ethyl acetate), ClC1=NC=CC(=N1)N1C(C(CC1)(C#N)CC)=O (1-(2-chloropyrimidin-4-yl)-3-ethyl-2-oxopyrrolidine-3-carbonitrile), Cl.NCC1=CC=C(C#N)C=C1 (4-(aminomethyl)benzonitrile hydrochloride), C(C)(C)N(CC)C(C)C (diisopropylethylamine). The solvent is O (water), CN1C(CCC1)=O (N-methylpyrrolidone). Reaction conditions: temperature 60 celsius, time 3 hour. Product: C(#N)C1=CC=C(CNC2=NC=CC(=N2)N2C(C(CC2)(C#N)CC)=O)C=C1 (1-(2-((4-cyanobenzyl)amino)pyrimidin-4-yl)-3-ethyl-2-oxopyrrolidine-3-carbonitrile). Reaction SMILES: Cl[C:2]1[N:7]=[C:6]([N:8]2[CH2:12][CH2:11][C:10]([CH2:15][CH3:16])([C:13]#[N:14])[C:9]2=[O:17])[CH:5]=[CH:4][N:3]=1.Cl.[NH2:19][CH2:20][C:21]1[CH:28]=[CH:27][C:24]([C:25]#[N:26])=[CH:23][CH:22]=1.C(N(C(C)C)CC)(C)C.C(OCC)(=O)C>CN1CCCC1=O.O>[C:20]([C:21]1[CH:28]=[CH:27][C:24]([CH2:25][NH:26][C:2]2[N:7]=[C:6]([N:8]3[CH2:12][CH2:11][C:10]([CH2:15][CH3:16])([C:13]#[N:14])[C:9]3=[O:17])[CH:5]=[CH:4][N:3]=2)=[CH:23][CH:22]=1)#[N:19] |f:1.2|. Procedure details: To a solution of 1-(2-chloropyrimidin-4-yl)-3-ethyl-2-oxopyrrolidine-3-carbonitrile (20 mg) obtained in Step A of Example 2 and 4-(aminomethyl)benzonitrile hydrochloride (27 mg) in N-methylpyrrolidone (2 mL) was added diisopropylethylamine (0.028 mL), and the mixture was stirred at 60° C. for 3 hr. To the reaction mixture were added ethyl acetate (3 mL) and water (1 mL), and the mixture was stirred for 5 min. The organic layer was filtered through Top-Phase Separation Filter Tube, and the solven... The reactants are COC1=CC(=CC(=C1O)OC)[C@H]2[C@@H]3[C@H](COC3=O)[C@@H](C4=CC5=C(C=C24)OCO5)O[C@H]6[C@@H]([C@H]([C@@H]([C@H](O6)CO)O)O)O (4'-demethylepipodophyllotoxin-beta-D-glucoside), initial suspension, C1(=CC=C(C=C1)S(=O)(=O)O)C (p-toluene-sulphonic acid), [N+](=O)([O-])C (nitromethane), COC(C)OC (acetaldehyde-dimethylacetal). Solvent: CO (methanol), C(Cl)(Cl)Cl (chloroform), C(Cl)(Cl)Cl (chloroform), O (water). Conditions: time 1 hour. Yields the product C[C@@H]1OC[C@@H]2[C@@H](O1)[C@@H]([C@H]([C@@H](O2)O[C@@H]3C=4C=C5C(=CC4[C@H]([C@@H]6[C@@H]3COC6=O)C7=CC(=C(C(=C7)OC)O)OC)OCO5)O)O (Etoposide). RXN SMILES: [CH3:1][O:2][C:3]1[C:8]([OH:9])=[C:7]([O:10][CH3:11])[CH:6]=[C:5]([C@@H:12]2[C:25]3[C:20](=[CH:21][C:22]4[O:28][CH2:27][O:26][C:23]=4[CH:24]=3)[C@@H:19]([O:29][C@@H:30]3[O:35][C@H:34]([CH2:36][OH:37])[C@@H:33]([OH:38])[C@H:32]([OH:39])[C@H:31]3[OH:40])[C@H:14]3[CH2:15][O:16][C:17](=[O:18])[C@H:13]23)[CH:4]=1.[N+](C)([O-])=O.CO[CH:47](OC)[CH3:48].C1(C)C=CC(S(O)(=O)=O)=CC=1>O.C(Cl)(Cl)Cl.CO>[CH3:47][C@H:48]1[O:38][C@H:33]2[C@H:32]([OH:39])[C@@H:31]([OH:40])[C@H:30]([O:29][C@H:19]3[C@H:14]4[CH2:15][O:16][C:17](=[O:18])[C@@H:13]4[C@H:12]([C:5]4[CH:6]=[C:7]([O:10][CH3:11])[C:8]([OH:9])=[C:3]([O:2][CH3:1])[CH:4]=4)[C:25]4[CH:24]=[C:23]5[O:26][CH2:27][O:28][C:22]5=[CH:21][C:20]3=4)[O:35][C@@H:34]2[CH2:36][O:37]1. Procedure: 1.5 g. of dry 4'-demethylepipodophyllotoxin-beta-D-glucoside was suspended in 30 ml. of nitromethane, and 6 ml. of acetaldehyde-dimethylacetal and 150 mg. of p-toluene-sulphonic acid was added. The mixture was stirred at room temperature in an atmosphere of nitrogen and in the absence of moisture for one hour. After this time, the initial suspension had turned into a clear solution, and no starting material could be detected in the thin layer chromatogram (silica gel plates, eluant: chloroform+6...